This data is from the Open Reaction Database (ORD), a public repository of structured organic reaction records. The task is: describe an organic reaction: reactants, conditions, products, and yield The reactants are C(C)#N (Acetonitrile), Cl (HCl), BrC=1C=C(C(=C(C1)[C@H](CC(=O)OCC)NC(CNC(=O)OC(C)(C)C)=O)O)C(C)(C)C ((S)-ethyl 3-(5-bromo-3-(tert-butyl)-2-hydroxyphenyl)-3-(2-((tert-butoxycarbonyl)amino)acetamido)propanoate). The solvent is O1CCOCC1 (1,4-dioxane), O1CCOCC1 (1,4-dioxane). Reaction conditions: temperature 0 celsius, time 30 minute. Yields the product Cl.NCC(=O)N[C@@H](CC(=O)OCC)C1=C(C(=CC(=C1)Br)C(C)(C)C)O ((S)-ethyl 3-(2-aminoacetamido)-3-(5-bromo-3-(tert-butyl)-2-hydroxyphenyl)propanoate, Hydrochloride salt). As a reaction SMILES: [ClH:1].[Br:2][C:3]1[CH:4]=[C:5]([C:29]([CH3:32])([CH3:31])[CH3:30])[C:6]([OH:28])=[C:7]([C@@H:9]([NH:16][C:17](=[O:27])[CH2:18][NH:19]C(OC(C)(C)C)=O)[CH2:10][C:11]([O:13][CH2:14][CH3:15])=[O:12])[CH:8]=1.C(#N)C>O1CCOCC1>[ClH:1].[NH2:19][CH2:18][C:17]([NH:16][C@H:9]([C:7]1[CH:8]=[C:3]([Br:2])[CH:4]=[C:5]([C:29]([CH3:32])([CH3:31])[CH3:30])[C:6]=1[OH:28])[CH2:10][C:11]([O:13][CH2:14][CH3:15])=[O:12])=[O:27] |f:4.5|. Procedure details: 4M HCl in 1,4-dioxane (3.0 mL) was added to a solution of a crude sample of (S)-ethyl 3-(5-bromo-3-(tert-butyl)-2-hydroxyphenyl)-3-(2-((tert-butoxycarbonyl)amino)acetamido)propanoate (0.922 g, 1.84 mmol) in 1,4-dioxane (3.0 mL) at 0° C. (ice-bath) and the reaction mixture was stirred at 0° C. for 30 min and then at room temperature for 30 min. The reaction mixture was then heated at 50° C. for 2.5 h under nitrogen atmosphere to give a yellow-orange suspension. The solvent was evaporated in-vacuo... Starting materials: CC(C)(C)OC(=O)NC1CC(=O)N(c2ccc(OCc3ccccc3)cc2)C1, C1CCOC1. The product is CC(C)(C)OC(=O)NC1CC(=O)N(c2ccc(O)cc2)C1. RXN SMILES: [C:1]([CH3:2])([CH3:3])([CH3:4])[O:5][C:6]([NH:7][CH:8]1[CH2:9][N:10]([c:14]2[cH:15][cH:16][c:17]([O:20][CH2:21][c:22]3[cH:23][cH:24][cH:25][cH:26][cH:27]3)[cH:18][cH:19]2)[C:11](=[O:13])[CH2:12]1)=[O:28].[CH2:29]1[O:30][CH2:31][CH2:32][CH2:33]1>>[C:1]([CH3:2])([CH3:3])([CH3:4])[O:5][C:6]([NH:7][CH:8]1[CH2:9][N:10]([c:14]2[cH:15][cH:16][c:17]([OH:20])[cH:18][cH:19]2)[C:11](=[O:13])[CH2:12]1)=[O:28]. Reactants: C(C)(C)(C)O[C@H](C(=O)O)C1=C(C2=C(N=C(S2)N2CC(OCC2)(C)C2=CC=C(C=C2)Cl)C=C1C)C1=CC=C(C=C1)Cl ((2S)-2-tert-butoxy-2-(7-(4-chlorophenyl)-2-(2-(4-chlorophenyl)-2-methylmorpholino)-5-methylbenzo[d]thiazol-6-yl)acetic acid), CC1=CC=C(C=C1)C1(CNCCO1)C (2-(4-methylphenyl)-2-methylmorpholine). Yields the product C(C)(C)(C)O[C@H](C(=O)O)C1=C(C2=C(N=C(S2)N2CC(OCC2)C2=CC=CC=C2)C=C1C)C1=CC=C(C=C1)Cl ((2S)-2-tert-butoxy-2-(7-(4-chlorophenyl)-5-methyl-2-(2-phenylmorpholino)benzo[d]thiazol-6-yl)acetic acid). As a reaction SMILES: [C:1]([O:5][C@@H:6]([C:10]1[C:32]([CH3:33])=[CH:31][C:13]2[N:14]=[C:15]([N:17]3[CH2:22][CH2:21][O:20][C:19]([C:24]4[CH:29]=[CH:28][C:27](Cl)=[CH:26][CH:25]=4)(C)[CH2:18]3)[S:16][C:12]=2[C:11]=1[C:34]1[CH:39]=[CH:38][C:37]([Cl:40])=[CH:36][CH:35]=1)[C:7]([OH:9])=[O:8])([CH3:4])([CH3:3])[CH3:2].CC1C=CC(C2(C)OCCNC2)=CC=1>>[C:1]([O:5][C@@H:6]([C:10]1[C:32]([CH3:33])=[CH:31][C:13]2[N:14]=[C:15]([N:17]3[CH2:22][CH2:21][O:20][CH:19]([C:24]4[CH:29]=[CH:28][CH:27]=[CH:26][CH:25]=4)[CH2:18]3)[S:16][C:12]=2[C:11]=1[C:34]1[CH:35]=[CH:36][C:37]([Cl:40])=[CH:38][CH:39]=1)[C:7]([OH:9])=[O:8])([CH3:4])([CH3:2])[CH3:3]. Reported procedure: (2S)-2-tert-butoxy-2-(7-(4-chlorophenyl)-5-methyl-2-(2-phenylmorpholino)benzo[d]thiazol-6-yl)acetic acid was prepared using the similar procedure as (2S)-2-tert-butoxy-2-(7-(4-chlorophenyl)-2-(2-(4-chlorophenyl)-2-methylmorpholino)-5-methylbenzo[d]thiazol-6-yl)acetic acid except 2-(4-methylphenyl)-2-methylmorpholine was used instead of 2-(4-chlorophenyl)-2-methylmorpholine. LCMS-ESI+: calc'd for C30H31ClN2O4S: 551.2, 553.2 (M+H+); found: 551.3, 553.3 (M+H+). 1H-NMR: 400 MHz, (CD3C1) δ: 7.62 (dd,...